Dataset: the Open Reaction Database (ORD), a public repository of structured organic reaction records. Task: describe an organic reaction: reactants, conditions, products, and yield Reaction SMILES: [C:1]([C:4]([C@@H:17]1[CH2:21][CH2:20][NH:19][CH2:18]1)([C:11]1[CH:16]=[CH:15][CH:14]=[CH:13][CH:12]=1)[C:5]1[CH:10]=[CH:9][CH:8]=[CH:7][CH:6]=1)(=[O:3])[NH2:2].Br[CH2:23][CH2:24][C:25]1[CH:33]=[CH:32][C:28]2[O:29][CH:30]=[CH:31][C:27]=2[CH:26]=1.C(=O)([O-])[O-].[K+].[K+]>C(#N)C>[C:1]([C:4]([C@@H:17]1[CH2:21][CH2:20][N:19]([CH2:23][CH2:24][C:25]2[CH:33]=[CH:32][C:28]3[O:29][CH:30]=[CH:31][C:27]=3[CH:26]=2)[CH2:18]1)([C:11]1[CH:12]=[CH:13][CH:14]=[CH:15][CH:16]=1)[C:5]1[CH:10]=[CH:9][CH:8]=[CH:7][CH:6]=1)(=[O:3])[NH2:2] |f:2.3.4|. The solvent is C(C)#N (acetonitrile). Yields the product C(N)(=O)C(C1=CC=CC=C1)(C1=CC=CC=C1)[C@H]1CN(CC1)CCC=1C=CC2=C(C=CO2)C1 (3-(S)-(-)-(1-carbamoyl-1,1-diphenylmethyl)-1-[2-(benzofuran-5-yl)ethyl]pyrrolidine). Procedure: A mixture containing 3-(S)-(-)-(1-carbamoyl-1,1-diphenylmethyl)pyrrolidine (1.79 g-see Preparation 10(B)), 5-(2-bromoethyl)benzo[2,3-b]furan (1.2 g-see Preparation 17), anhydrous potassium carbonate (3 g) and acetonitrile (30 ml) was heated under reflux for 30 minutes. The mixture was partitioned between ethyl acetate (30 ml) and 10% aqueous potassium carbonate (30 ml), the layers were separated, and the aqueous layer extracted with ethyl acetate (3×50 ml). The combined ethyl acetate extracts we... The reactants are C(N)(=O)C(C1=CC=CC=C1)(C1=CC=CC=C1)[C@H]1CNCC1 (3-(S)-(-)-(1-carbamoyl-1,1-diphenylmethyl)pyrrolidine), BrCCC1=CC2=C(OC=C2)C=C1 (5-(2-bromoethyl)benzo[2,3-b]furan), C([O-])([O-])=O.[K+].[K+] (potassium carbonate). Reactants: CC(CSC(C)=O)(C)C1NC=2C=CC(=CC2C2C1CC=C2)[N+](=O)[O-] (thioacetic acid S-[2-methyl-2-(8-nitro-3a,4,5,9b-tetrahydro-3H-cyclopenta[c]quinolin-4-yl) propyl]ester). Run in mixed solution, CO (methanol), O1CCCC1 (tetrahydrofuran), [OH-].[Na+] (sodium hydroxide). Reaction conditions: temperature 50 celsius, time 8 hour. Yields the product CC(CS)(C)C1NC=2C=CC(=CC2C2C1CC=C2)[N+](=O)[O-] (2-methyl-2-(8-nitro-3a,4,5,9b-tetrahydro-3H-cyclopenta[c]quinolin-4-yl)-propane-1-thiol). The yield is 28.9%. As a reaction SMILES: [CH3:1][C:2]([CH:9]1[CH:18]2[CH2:19][CH:20]=[CH:21][CH:17]2[C:16]2[CH:15]=[C:14]([N+:22]([O-:24])=[O:23])[CH:13]=[CH:12][C:11]=2[NH:10]1)([CH3:8])[CH2:3][S:4]C(=O)C>CO.O1CCCC1.[OH-].[Na+]>[CH3:8][C:2]([CH:9]1[CH:18]2[CH2:19][CH:20]=[CH:21][CH:17]2[C:16]2[CH:15]=[C:14]([N+:22]([O-:24])=[O:23])[CH:13]=[CH:12][C:11]=2[NH:10]1)([CH3:1])[CH2:3][SH:4] |f:3.4|. Reported procedure: The compound of Example 76 (134 mg) was dissolved in 15 ml of a mixed solution of methanol and tetrahydrofuran, and 15 ml of a 2 mol/l sodium hydroxide solution was added. After overnight stirring at 50° C., the reaction mixture was concentrated under reduced pressure. The resulting residue was acidified with saturated ammonium chloride solution and 2 mol/l hydrochloric acid solution, and then ethyl acetate was added. The ethyl acetate layer was washed with a saturated sodium chloride solution, ... The reactants are C(C)(=O)N1C(C(C2=CC(=C(C=C12)OC)OC)=C(C1=CC=CC=C1)OCC)=O (1-acetyl-3-(1-ethoxy-1-phenyl-methylidene)-5,6-dimethoxy-2-indolinone), C(C1=CC=CC=C1)N(C)CC1=CC=C(N)C=C1 (4-[(N-benzyl-N-methyl-amino)-methyl]-aniline). The product is C(C1=CC=CC=C1)N(C)CC1=CC=C(N\C(\C2=CC=CC=C2)=C\2/C(NC3=CC(=C(C=C23)OC)OC)=O)C=C1 (3-(Z)-(1-{4-[(N-benzyl-N-methyl-amino)-methyl)-anilino}-1-phenyl-methylidene)-5,6-dimethoxy-2-indolinone). RXN SMILES: C([N:4]1[C:12]2[C:7](=[CH:8][C:9]([O:15][CH3:16])=[C:10]([O:13][CH3:14])[CH:11]=2)[C:6](=[C:17](OCC)[C:18]2[CH:23]=[CH:22][CH:21]=[CH:20][CH:19]=2)[C:5]1=[O:27])(=O)C.[CH2:28]([N:35]([CH2:37][C:38]1[CH:44]=[CH:43][C:41]([NH2:42])=[CH:40][CH:39]=1)[CH3:36])[C:29]1[CH:34]=[CH:33][CH:32]=[CH:31][CH:30]=1>>[CH2:28]([N:35]([CH2:37][C:38]1[CH:39]=[CH:40][C:41]([NH:42]/[C:17](=[C:6]2\[C:5](=[O:27])[NH:4][C:12]3[C:7]\2=[CH:8][C:9]([O:15][CH3:16])=[C:10]([O:13][CH3:14])[CH:11]=3)/[C:18]2[CH:19]=[CH:20][CH:21]=[CH:22][CH:23]=2)=[CH:43][CH:44]=1)[CH3:36])[C:29]1[CH:30]=[CH:31][CH:32]=[CH:33][CH:34]=1. Reported procedure: Prepared from 1-acetyl-3-(1-ethoxy-1-phenyl-methylidene)-5,6-dimethoxy-2-indolinone and 4-[(N-benzyl-N-methyl-amino)-methyl]-aniline Starting materials: N1(CCNCC1)C1=NC2=CC(=C(C=C2C(=N1)N)OC)OC (2-piperazinyl-4-amino-6,7-dimethoxy quinazoline), C1(CCCO1)=O (γ-butyrolactone). The product is NC1=NC(=NC2=CC(=C(C=C12)OC)OC)N1CCN(CC1)C(CCCO)=O (1-(4-amino-6,7-dimethoxy quinazolin-2-yl)-4-(4-hydroxy-butyryl)-piperazine). As a reaction SMILES: [N:1]1([C:7]2[N:16]=[C:15]([NH2:17])[C:14]3[C:9](=[CH:10][C:11]([O:20][CH3:21])=[C:12]([O:18][CH3:19])[CH:13]=3)[N:8]=2)[CH2:6][CH2:5][NH:4][CH2:3][CH2:2]1.[C:22]1(=[O:27])[O:26][CH2:25][CH2:24][CH2:23]1>>[NH2:17][C:15]1[C:14]2[C:9](=[CH:10][C:11]([O:20][CH3:21])=[C:12]([O:18][CH3:19])[CH:13]=2)[N:8]=[C:7]([N:1]2[CH2:6][CH2:5][N:4]([C:25](=[O:26])[CH2:24][CH2:23][CH2:22][OH:27])[CH2:3][CH2:2]2)[N:16]=1. Reported procedure: 5 g of 2-piperazinyl-4-amino-6,7-dimethoxy quinazoline were heated in 15 g of γ-butyrolactone to 100° C. until a sample on thin layer chromatography (as described in Examples 1 and 3) indicated the reaction was complete. The precipitate formed overnight with cooling was removed and recrystallized from ethanol. The 1-(4-amino-6,7-dimethoxy quinazolin-2-yl)-4-(4-hydroxy-butyryl)-piperazine obtained showed a crystal transformation at 135°-140° C. and melted at 241°-243° C. Reaction conditions: time 8 hour. Reactants: CC1=C(C(=NO1)C1=CC=CC=C1)COC1=NC=C(C(=O)O)C=C1 (6-(5-methyl-3-phenyl-isoxazol-4-ylmethoxy)-nicotinic acid), F[B-](F)(F)F.N1(N=NC2=C1C=CC=C2)OC(=[N+](C)C)N(C)C (2-(1H-benzotriazole-1-yl)-1,1,3,3-tetramethyluronium tetrafluoroborate), C(C)(C)N(C(C)C)CC (N,N-diisopropyl ethyl amine), Cl.C(C)OC(CN1CC(CCC1)N)=O ((3-amino-piperidin-1-yl)-acetic acid ethyl ester hydrochloride). As a reaction SMILES: [CH3:1][C:2]1[O:6][N:5]=[C:4]([C:7]2[CH:12]=[CH:11][CH:10]=[CH:9][CH:8]=2)[C:3]=1[CH2:13][O:14][C:15]1[CH:23]=[CH:22][C:18]([C:19]([OH:21])=O)=[CH:17][N:16]=1.F[B-](F)(F)F.N1(OC(N(C)C)=[N+](C)C)C2C=CC=CC=2N=N1.C(N(CC)C(C)C)(C)C.Cl.[CH2:56]([O:58][C:59](=[O:68])[CH2:60][N:61]1[CH2:66][CH2:65][CH2:64][CH:63]([NH2:67])[CH2:62]1)[CH3:57]>CN(C=O)C>[CH2:56]([O:58][C:59](=[O:68])[CH2:60][N:61]1[CH2:66][CH2:65][CH2:64][CH:63]([NH:67][C:19]([C:18]2[CH:17]=[N:16][C:15]([O:14][CH2:13][C:3]3[C:4]([C:7]4[CH:8]=[CH:9][CH:10]=[CH:11][CH:12]=4)=[N:5][O:6][C:2]=3[CH3:1])=[CH:23][CH:22]=2)=[O:21])[CH2:62]1)[CH3:57] |f:1.2,4.5|. Product: C(C)OC(CN1CC(CCC1)NC(=O)C=1C=NC(=CC1)OCC=1C(=NOC1C)C1=CC=CC=C1)=O ((3-{[6-(5-Methyl-3-phenyl-isoxazol-4-ylmethoxy)-pyridine-3-carbonyl]-amino}-piperidin-1-yl)-acetic acid ethyl ester). The solvent is CN(C)C=O (DMF). Isolated yield 81.2%. Reported procedure: To a solution of 6-(5-methyl-3-phenyl-isoxazol-4-ylmethoxy)-nicotinic acid (500 mg, 1.6 mmol) in DMF (10 mL) were added 2-(1H-benzotriazole-1-yl)-1,1,3,3-tetramethyluronium tetrafluoroborate (569 mg, 1.8 mmol), N,N-diisopropyl ethyl amine (1.38 mL, 8.1 mmol) and (3-amino-piperidin-1-yl)-acetic acid ethyl ester hydrochloride (459 mg, 1.8 mmol). The resulting reaction mixture was stirred overnight at room temperature. Concentration and purification by chromatography (SiO2, heptane:ethyl acetate=10...